From a dataset of the Open Reaction Database (ORD), a public repository of structured organic reaction records. describe an organic reaction: reactants, conditions, products, and yield The product is Nc1ccc(C(=O)c2ccc(Cl)cc2)c(Cl)c1. Reactants: O=C([O-])O, CCO, O=C(c1ccc(Cl)cc1)c1ccc([N+](=O)[O-])cc1Cl, Cl, [Fe], [Na+], O, O. As a reaction SMILES: [C:23](=[O:24])([OH:25])[O-:26].[CH3:28][CH2:29][OH:30].[Cl:3][c:4]1[c:5]([C:13](=[O:14])[c:15]2[cH:16][cH:17][c:18]([Cl:21])[cH:19][cH:20]2)[cH:6][cH:7][c:8]([N+:10]([O-:11])=[O:12])[cH:9]1.[ClH:2].[Fe:31].[Na+:27].[OH2:1].[OH2:22]>>[Cl:3][c:4]1[c:5]([C:13](=[O:14])[c:15]2[cH:16][cH:17][c:18]([Cl:21])[cH:19][cH:20]2)[cH:6][cH:7][c:8]([NH2:10])[cH:9]1. Starting materials: [Br-], [Br-], [Br-], C1CCOC1, Nc1ccnc(N)n1, c1cc[nH+]cc1, c1cc[nH+]cc1, c1cc[nH+]cc1. Product: Nc1ncc(Br)c(N)n1. RXN SMILES: [Br-:10].[Br-:11].[Br-:9].[CH2:30]1[O:31][CH2:32][CH2:33][CH2:34]1.[NH2:1][c:2]1[n:3][cH:4][cH:5][c:6]([NH2:8])[n:7]1.[nH+:12]1[cH:13][cH:14][cH:15][cH:16][cH:17]1.[nH+:18]1[cH:19][cH:20][cH:21][cH:22][cH:23]1.[nH+:24]1[cH:25][cH:26][cH:27][cH:28][cH:29]1>>[NH2:1][c:2]1[n:3][cH:4][c:5]([Br:9])[c:6]([NH2:8])[n:7]1. The reactants are COc1cc(CC(=O)Cl)ccc1OC(C)=O, ClCCl, C1COCCO1, O=S(=O)=O. The product is COc1cc(C(C(=O)Cl)S(=O)(=O)O)ccc1OC(C)=O. RXN SMILES: [C:1]([CH3:2])(=[O:3])[O:4][c:5]1[c:6]([O:15][CH3:16])[cH:7][c:8]([CH2:11][C:12](=[O:13])[Cl:14])[cH:9][cH:10]1.[Cl:27][CH2:28][Cl:29].[O:17]1[CH2:18][CH2:19][O:20][CH2:21][CH2:22]1.[S:23](=[O:24])(=[O:25])=[O:26]>>[C:1]([CH3:2])(=[O:3])[O:4][c:5]1[c:6]([O:15][CH3:16])[cH:7][c:8]([CH:11]([C:12](=[O:13])[Cl:14])[S:23](=[O:24])(=[O:25])[OH:26])[cH:9][cH:10]1. The reactants are [Cl-].O(C1=CC=CC=C1)CC(=O)C[P+](C1=CC=CC=C1)(C1=CC=CC=C1)C1=CC=CC=C1 (Phenoxyacetylmethyltriphenylphosphonium chloride), [OH-].[Na+] (Sodium hydroxide). The solvent is O (water). Yields the product O(C1=CC=CC=C1)CC(=O)C=P(C1=CC=CC=C1)(C1=CC=CC=C1)C1=CC=CC=C1 (Phenoxyacetylmethylenetriphenylphosphorane). As a reaction SMILES: [Cl-].[O:2]([CH2:9][C:10]([CH2:12][P+:13]([C:26]1[CH:31]=[CH:30][CH:29]=[CH:28][CH:27]=1)([C:20]1[CH:25]=[CH:24][CH:23]=[CH:22][CH:21]=1)[C:14]1[CH:19]=[CH:18][CH:17]=[CH:16][CH:15]=1)=[O:11])[C:3]1[CH:8]=[CH:7][CH:6]=[CH:5][CH:4]=1.[OH-].[Na+]>O>[O:2]([CH2:9][C:10]([CH:12]=[P:13]([C:26]1[CH:27]=[CH:28][CH:29]=[CH:30][CH:31]=1)([C:20]1[CH:21]=[CH:22][CH:23]=[CH:24][CH:25]=1)[C:14]1[CH:19]=[CH:18][CH:17]=[CH:16][CH:15]=1)=[O:11])[C:3]1[CH:4]=[CH:5][CH:6]=[CH:7][CH:8]=1 |f:0.1,2.3|. Procedure details: Phenoxyacetylmethyltriphenylphosphonium chloride (10 g, 22.40 mmol) was suspended in 250 ml water with a few crystals of phenolphthalien added as an indicator. Sodium hydroxide (5%) was added dropwise until the vigorously stirred mixture turned pink. The white solid was collected, washed with water, and dried in a desicator, weight 9 g (98%); mp 127-128.5; ir (KBr, cm-1) 1595, 1580, 1540, 1480, 1435, 1400, 1225, 1105, 1045, 870; nmr (DCCl3, ppm) 7.90-6.90 (m, 21H), 4.53 (s, 2H). Reactants: CCN1C2=C(C=CC=N2)C3=CSC=C3C4=C1N=CC=C4 (8-ethyl-thienyl[3',4':6,5]dipyrido[2,3-b:3',2'-f]azepine), C(C)(=O)OCC (ethyl acetate), C(C)(C)[N-]C(C)C.[Li+] (lithium diisopropylamide). The reagents and catalysts are IC (iodomethane). The solvent is O1CCCC1 (tetrahydrofuran). Run at time 10 minute. Product: CCN1C2=C(C=CC=N2)C3=CSC(=C3C4=C1N=CC=C4)C (8-ethyl-1-methyl-thienyl[3',4':6,5]dipyrido[2,3-b:3',2'-f]azepine), CCN1C2=C(C=CC=N2)C3=C(SC(=C3C4=C1N=CC=C4)C)C (8-ethyl-1,3-dimethyl-thienyl[3',4':6,5]dipyrido[2,3-b:3',2'-f]azepine). As a reaction SMILES: [CH3:1][CH2:2][N:3]1[C:16]2[N:17]=[CH:18][CH:19]=[CH:20][C:15]=2[C:14]2[C:10](=[CH:11][S:12][CH:13]=2)[C:5]2[CH:6]=[CH:7][CH:8]=[N:9][C:4]1=2.[CH:21]([N-]C(C)C)(C)C.[Li+].C(O[CH2:33][CH3:34])(=O)C>O1CCCC1.IC>[CH3:1][CH2:2][N:3]1[C:16]2[N:17]=[CH:18][CH:19]=[CH:20][C:15]=2[C:14]2[C:10](=[CH:11][S:12][C:13]=2[CH3:21])[C:5]2[CH:6]=[CH:7][CH:8]=[N:9][C:4]1=2.[CH3:1][CH2:2][N:3]1[C:4]2[N:9]=[CH:8][CH:7]=[CH:6][C:5]=2[C:10]2[C:14](=[C:33]([CH3:34])[S:12][C:11]=2[CH3:21])[C:15]2[CH:20]=[CH:19][CH:18]=[N:17][C:16]1=2 |f:1.2|. Procedure details: To a solution of 8-ethyl-thienyl[3',4':6,5]dipyrido[2,3-b:3',2'-f]azepine (0.025 g) in tetrahydrofuran (2 mL) cooled to -78° C. was added lithium diisopropylamide (1.5M in cyclohexane, 0.1 mL). After 10 minutes, iodomethane (2 drops) was added, and the mixture was allowed to warm to room temperature. The mixture was diluted with ethyl acetate, washed with water, dried, filtered and evaporated. The residue was dissolved in tetrahydrofuran (2 mL) cooled to -78° C., and lithium diisopropylamide (1....